Dataset: the Open Reaction Database (ORD), a public repository of structured organic reaction records. Task: describe an organic reaction: reactants, conditions, products, and yield Starting materials: Cl (HCl), C(C)OC(C[C@@H](C1=CC2=C(CCO2)C=C1)NCCN(CCCC1=NC=2NCCCC2C=C1)C(=O)OC(C)(C)C)=O (3(S)-(2-{Tert-butoxycarbonyl-[3-(5,6,7,8-tetrahydro-[1,8]naphthyridin-2- yl)-propyl]-amino}-ethylamino)-3-(2,3-dihydro-benzofuran-6-yl)-propionic acid ethyl ester). Solvent: O1CCOCC1 (dioxane). Reaction conditions: time 30 minute. The product is C(C)OC(C[C@H](NCCNCCCC1=NC=2NCCCC2C=C1)C1=CC2=C(CCO2)C=C1)=O (3(S)-(2 3-Dihydro-benzofuran-6-yl)-3-{2-[3-(5,6,7,8-tetrahydro- [1,8]naphthyridin-2-yl)-propylamino]-ethylamino}-propionic acid ethyl ester). RXN SMILES: Cl.[CH2:2]([O:4][C:5](=[O:41])[CH2:6][C@H:7]([NH:17][CH2:18][CH2:19][N:20](C(OC(C)(C)C)=O)[CH2:21][CH2:22][CH2:23][C:24]1[CH:33]=[CH:32][C:31]2[CH2:30][CH2:29][CH2:28][NH:27][C:26]=2[N:25]=1)[C:8]1[CH:16]=[CH:15][C:11]2[CH2:12][CH2:13][O:14][C:10]=2[CH:9]=1)[CH3:3]>O1CCOCC1>[CH2:2]([O:4][C:5](=[O:41])[CH2:6][C@@H:7]([C:8]1[CH:16]=[CH:15][C:11]2[CH2:12][CH2:13][O:14][C:10]=2[CH:9]=1)[NH:17][CH2:18][CH2:19][NH:20][CH2:21][CH2:22][CH2:23][C:24]1[CH:33]=[CH:32][C:31]2[CH2:30][CH2:29][CH2:28][NH:27][C:26]=2[N:25]=1)[CH3:3]. Procedure details: HCl gas was rapidly bubbled through a solution of 2-10 (4.0 g, 7.2 mmol) in dioxane (160 ml) at 0° C. for 10 minutes. After 30 minutes, the solution was purged with argon for 30 minutes. The solution was concentrated to give the amine 2-11 as a yellow solid. 1H NMR (300 MHz, CDCl3) δ 7.91 (s, 1H), 7.40 (d, J=7.0 Hz, 1H), 7.23 (d, J=7.6 Hz, 1H), 7.10 (m,2H), 6.56 (d, J=6.1 Hz, 1H), 4.58 (m, 2H), 4.04 (m,2H), 3.49 (m, 4H), 3.19 (m, 4H), 2.90 (m, 2H), 2.79 (m, 2H), 2.30 (m, 2H), 1.98(m, 2H), 1.85 (... Starting materials: ClC1=C(C=CC(=C1)Cl)[C@@H]1CC=C(C[C@H]1[N+](=O)[O-])CN1C[C@@H](CCC1)C(=O)OCC (ethyl(3R)-1-{[trans-4-(2,4-dichlorophenyl)-5-nitrocyclohex-1-en-1-yl]methyl}piperidine-3-carboxylate). The reagents and catalysts are [Zn] (Zn). The solvent is CO.C(C)(=O)O (methanol acetic acid). Reaction conditions: time 30 minute. The product is N[C@H]1[C@@H](CC=C(C1)CN1C[C@@H](CCC1)C(=O)OCC)C1=C(C=C(C=C1)Cl)Cl (ethyl(3R)-1-{[trans-5-amino-4-(2,4-dichlorophenyl)cyclohex-1-en-1-yl]methyl}piperidine-3-carboxylate). The yield is 79.0%. As a reaction SMILES: [Cl:1][C:2]1[CH:7]=[C:6]([Cl:8])[CH:5]=[CH:4][C:3]=1[C@H:9]1[C@H:14]([N+:15]([O-])=O)[CH2:13][C:12]([CH2:18][N:19]2[CH2:24][CH2:23][CH2:22][C@@H:21]([C:25]([O:27][CH2:28][CH3:29])=[O:26])[CH2:20]2)=[CH:11][CH2:10]1>CO.C(O)(=O)C.[Zn]>[NH2:15][C@@H:14]1[CH2:13][C:12]([CH2:18][N:19]2[CH2:24][CH2:23][CH2:22][C@@H:21]([C:25]([O:27][CH2:28][CH3:29])=[O:26])[CH2:20]2)=[CH:11][CH2:10][C@H:9]1[C:3]1[CH:4]=[CH:5][C:6]([Cl:8])=[CH:7][C:2]=1[Cl:1] |f:1.2|. Reported procedure: To a solution of Example 18A (100 mg, 0.24 mmol) in a mixture of methanol/acetic acid (1.0 mL/1.0 mL), Zn powder (170 mg, 2.6 mmol) was added at room temperature. The reaction mixture was stirred for 30 minutes, filtered, concentrated under reduced pressure and purified by high pressure liquid chromatography (eluting with 0-70% acetonitrile/water and 0.1% trifluoroacetic acid) to provide the title compound (78 mg, 78%). 1H NMR (400 MHz, methanol-d4) δ ppm 7.62 (br s, 1H), 7.51 (br s, 1H), 7.39 (...